describe an organic reaction: reactants, conditions, products, and yield From a dataset of the Open Reaction Database (ORD), a public repository of structured organic reaction records. The reactants are [H-].[Na+] (Sodium hydride), suspension, C(C1=CC=CC=C1)OC1=CC=C2C(NC=NC2=C1)=O (7-benzyloxy-3,4-dihydroquinazolin-4-one), C(C(C)(C)C)(=O)OCCl (Chloromethyl pivalate), Cl (hydrochloric acid), CN(C)C=O (DMF). Run in C(C)(=O)OCC (ethyl acetate). Conditions: time 1.5 hour. Yields the product C(C1=CC=CC=C1)OC1=C(C=C2C(N(C=NC2=C1)COC(C(C)(C)C)=O)=O)OC (7-benzyloxy-6-methoxy-3-((pivaloyloxy)methyl)-3,4-dihydroquinazolin-4-one). Isolated yield 84.0%. RXN SMILES: [H-].[Na+].[CH2:3]([O:10][C:11]1[CH:20]=[C:19]2[C:14]([C:15](=[O:21])[NH:16][CH:17]=[N:18]2)=[CH:13][CH:12]=1)[C:4]1[CH:9]=[CH:8][CH:7]=[CH:6][CH:5]=1.[C:22]([O:28][CH2:29]Cl)(=[O:27])[C:23]([CH3:26])([CH3:25])[CH3:24].Cl.CN([CH:35]=[O:36])C>C(OCC)(=O)C>[CH2:3]([O:10][C:11]1[CH:20]=[C:19]2[C:14]([C:15](=[O:21])[N:16]([CH2:29][O:28][C:22](=[O:27])[C:23]([CH3:26])([CH3:25])[CH3:24])[CH:17]=[N:18]2)=[CH:13][C:12]=1[O:36][CH3:35])[C:4]1[CH:9]=[CH:8][CH:7]=[CH:6][CH:5]=1 |f:0.1|. Procedure details: Sodium hydride (1.44 g of a 60% suspension in mineral oil, 36 mmol) was added in portions over 20 minutes to a solution of 7-benzyloxy-3,4-dihydroquinazolin-4-one (8.46 g, 30 mmol), (prepared as described for the starting material in Example 70), in DMF (70 ml) and the mixture stirred for 1.5 hours. Chloromethyl pivalate (5.65 g, 37.5 mmol) was added dropwise and the mixture stirred 2 hours at ambient temperature. The mixture was diluted with ethyl acetate (100 ml) and poured onto ice/water (400... The reactants are BrC=1C=C2C=CC(=NC2=CC1)Cl (6-bromo-2-chloroquinoline), COC1=C(CN)C=CC=C1 (2-methoxybenzylamine), C(=C)[Sn](CCCC)(CCCC)CCCC (vinyltributyltin), BrC1=C(C=CC=C1)OC (2-bromoanisole). Yields the product COC1=C(CNC2=NC3=CC=C(C=C3C=C2)CCC2=C(C=CC=C2)OC)C=CC=C1 ((2-Methoxy-benzyl)-{6-[2-(2-methoxy-phenyl)-ethyl]-quinolin-2-yl}-amine). RXN SMILES: Br[C:2]1[CH:3]=[C:4]2[C:9](=[CH:10][CH:11]=1)[N:8]=[C:7](Cl)[CH:6]=[CH:5]2.[CH3:13][O:14][C:15]1[CH:22]=[CH:21][CH:20]=[CH:19][C:16]=1[CH2:17][NH2:18].[CH:23]([Sn](CCCC)(CCCC)CCCC)=[CH2:24].Br[C:39]1[CH:44]=[CH:43][CH:42]=[CH:41][C:40]=1[O:45][CH3:46]>>[CH3:13][O:14][C:15]1[CH:22]=[CH:21][CH:20]=[CH:19][C:16]=1[CH2:17][NH:18][C:7]1[CH:6]=[CH:5][C:4]2[C:9](=[CH:10][CH:11]=[C:2]([CH2:23][CH2:24][C:39]3[CH:44]=[CH:43][CH:42]=[CH:41][C:40]=3[O:45][CH3:46])[CH:3]=2)[N:8]=1. Procedure details: The title compound, MS: m/e=399.3 (M+H+), was prepared in accordance with the general method of example 14 and 3 from 6-bromo-2-chloroquinoline, 2-methoxybenzylamine, vinyltributyltin and 2-bromoanisole. Reactants: C, C=CCOC(=O)C(C)(C)OC(=O)c1cc([N+](=O)[O-])ccc1Cl, Cc1ccccc1, O, OP(O)P(O)O, [Pt]. The product is C=CCOC(=O)C(C)(C)OC(=O)c1cc(N)ccc1Cl. As a reaction SMILES: [C:36].[CH2:1]([CH:2]=[CH2:3])[O:4][C:5]([C:6]([CH3:7])([CH3:8])[O:9][C:10]([c:11]1[c:12]([Cl:20])[cH:13][cH:14][c:15]([N+:17]([O-:18])=[O:19])[cH:16]1)=[O:21])=[O:22].[CH3:23][c:24]1[cH:25][cH:26][cH:27][cH:28][cH:29]1.[OH2:38].[P:30]([P:31]([OH:32])[OH:33])([OH:34])[OH:35].[Pt:37]>>[CH2:1]([CH:2]=[CH2:3])[O:4][C:5]([C:6]([CH3:7])([CH3:8])[O:9][C:10]([c:11]1[c:12]([Cl:20])[cH:13][cH:14][c:15]([NH2:17])[cH:16]1)=[O:21])=[O:22]. RXN SMILES: [CH2:1]([Sn:5](=O)[CH2:6][CH2:7][CH2:8][CH3:9])[CH2:2][CH2:3][CH3:4].[CH2:11]([OH:15])[CH2:12][CH2:13][CH3:14].O.[C:17]1([O:23][C:24]2[CH:29]=[CH:28][CH:27]=[CH:26][CH:25]=2)[CH:22]=[CH:21][CH:20]=[CH:19][CH:18]=1>>[C:24]1([O:23][C:17]2[CH:18]=[CH:19][CH:20]=[CH:21][CH:22]=2)[CH:25]=[CH:26][CH:27]=[CH:28][CH:29]=1.[O-:15][CH2:11][CH2:12][CH2:13][CH3:14].[O-:15][CH2:11][CH2:12][CH2:13][CH3:14].[CH2:1]([Sn+2:5][CH2:6][CH2:7][CH2:8][CH3:9])[CH2:2][CH2:3][CH3:4] |f:5.6.7|. Starting materials: C(CCC)[Sn](CCCC)=O (Dibutyltin oxide), C1(=CC=CC=C1)OC1=CC=CC=C1 (diphenyl ether), O (Water), C(CCC)O (butanol), C(CCC)O (butanol). Reported procedure: Dibutyltin oxide was heated to 190° C. in diphenyl ether and then butanol was dropwise added thereto. Water produced by the reaction and excess butanol were distilled out, whereby a diphenyl ether solution of dibutyltin dibutoxide was prepared. The product is C1(=CC=CC=C1)OC1=CC=CC=C1 (diphenyl ether), [O-]CCCC.[O-]CCCC.C(CCC)[Sn+2]CCCC (dibutyltin dibutoxide). Reactants: ClC(Cl)(Cl)Cl, CC(Oc1cccc(CO)c1)C1CC1, c1ccc(P(c2ccccc2)c2ccccc2)cc1. The product is CC(Oc1cccc(CCl)c1)C1CC1. As a reaction SMILES: [C:34]([Cl:35])([Cl:36])([Cl:37])[Cl:38].[CH:1]1([CH:4]([CH3:5])[O:6][c:7]2[cH:8][c:9]([CH2:13][OH:14])[cH:10][cH:11][cH:12]2)[CH2:2][CH2:3]1.[c:15]1([P:16]([c:17]2[cH:18][cH:19][cH:20][cH:21][cH:22]2)[c:23]2[cH:24][cH:25][cH:26][cH:27][cH:28]2)[cH:29][cH:30][cH:31][cH:32][cH:33]1>>[CH:1]1([CH:4]([CH3:5])[O:6][c:7]2[cH:8][c:9]([CH2:13][Cl:35])[cH:10][cH:11][cH:12]2)[CH2:2][CH2:3]1. As a reaction SMILES: C[Si]([Br:5])(C)C.[CH3:6][O:7][C:8]1[CH:15]=[CH:14][C:11]([CH2:12]O)=[CH:10][C:9]=1[O:16][CH2:17][CH2:18][CH2:19][O:20][CH3:21].C(OCC)(=O)C.CCCCCC>C(Cl)(Cl)Cl>[CH3:6][O:7][C:8]1[CH:15]=[CH:14][C:11]([CH2:12][Br:5])=[CH:10][C:9]=1[O:16][CH2:17][CH2:18][CH2:19][O:20][CH3:21] |f:2.3|. Product: COC1=C(C=C(CBr)C=C1)OCCCOC (4-Methoxy-3-(3-methoxypropoxy)-benzyl bromide). Reported procedure: Trimethylsilyl bromide (97 ml) is added dropwise to a solution of 4-methoxy-3-(3-methoxypropoxy)-benzyl alcohol (111.1 g) in chloroform (1.31 liters), the reaction temperature being maintained at 10°-25° C. by cooling with ice. When the addition is complete, the mixture is stirred for a further 10 minutes at room temperature and concentrated under reduced pressure. The residue is purified by FC on silica gel (ethyl acetate/hexane 1:3) and after recrystallisation from hexane the title compound (1... Solvent: C(Cl)(Cl)Cl (chloroform). Reaction conditions: time 10 minute. The reactants are C[Si](C)(C)Br (Trimethylsilyl bromide), COC1=C(C=C(CO)C=C1)OCCCOC (4-methoxy-3-(3-methoxypropoxy)-benzyl alcohol), C(C)(=O)OCC.CCCCCC (ethyl acetate hexane). Reactants: C(C)N(C=C(C(=O)OCC)C(C1=C(C=C(C(=C1)F)Cl)Cl)=O)CC (ethyl 3-diethylamino-2-(2,4-dichloro-5-fluorobenzoyl)acrylate), C1(CC1)N (cyclopropylamine). Run in C1(=CC=CC=C1)C (toluene). The product is C1(CC1)NC=C(C(=O)OCC)C(C1=C(C=C(C(=C1)F)Cl)Cl)=O (ethyl 3-cyclopropylamino-2-(2,4-dichloro-5-fluorobenzoyl)acrylate). The yield is 77.1%. As a reaction SMILES: C([N:3]([CH2:22][CH3:23])[CH:4]=[C:5]([C:11](=[O:21])[C:12]1[CH:17]=[C:16]([F:18])[C:15]([Cl:19])=[CH:14][C:13]=1[Cl:20])[C:6]([O:8][CH2:9][CH3:10])=[O:7])C.[CH:24]1(N)CC1>C1(C)C=CC=CC=1>[CH:22]1([NH:3][CH:4]=[C:5]([C:11](=[O:21])[C:12]2[CH:17]=[C:16]([F:18])[C:15]([Cl:19])=[CH:14][C:13]=2[Cl:20])[C:6]([O:8][CH2:9][CH3:10])=[O:7])[CH2:23][CH2:24]1. Procedure: 17.5 g of ethyl 3-diethylamino-2-(2,4-dichloro-5-fluorobenzoyl)acrylate are heated to boiling under reflux with 2.9 g of cyclopropylamine and 50 ml of toluene for 30 minutes. The toluene is removed by distillation in vacuo, and the residue, which solidifies to crystals, is recrystallized from cyclohexane/light petroleum. 12.9 g of ethyl 3-cyclopropylamino-2-(2,4-dichloro-5-fluorobenzoyl)acrylate of melting point 89°-90° C. are obtained. Starting materials: OC1=CC=CC(=C1CC(=O)OCC)SCC(=O)OCC (ethyl 6-hydroxy-2-(ethoxycarbonyl-methylthio)-phenylacetate), S(=O)(=O)(OCC)OCC (diethyl sulfate), CC(C)([O-])C.[K+] (potassium t-butoxide). Run in C(C)O (ethanol). Reaction conditions: time 8 hour. The product is C(C)OC1=CC=CC(=C1CC(=O)OCC)SCC(=O)OCC (ethyl 6-ethoxy-2-(ethoxycar-bonylmethylthio)-phenylacetate). As a reaction SMILES: [OH:1][C:2]1[C:7]([CH2:8][C:9]([O:11][CH2:12][CH3:13])=[O:10])=[C:6]([S:14][CH2:15][C:16]([O:18][CH2:19][CH3:20])=[O:17])[CH:5]=[CH:4][CH:3]=1.S(OCC)(O[CH2:25][CH3:26])(=O)=O.CC(C)([O-])C.[K+]>C(O)C>[CH2:25]([O:1][C:2]1[C:7]([CH2:8][C:9]([O:11][CH2:12][CH3:13])=[O:10])=[C:6]([S:14][CH2:15][C:16]([O:18][CH2:19][CH3:20])=[O:17])[CH:5]=[CH:4][CH:3]=1)[CH3:26] |f:2.3|. Procedure: To a solution of ethyl 6-hydroxy-2-(ethoxycarbonyl-methylthio)-phenylacetate (20.0 g) in anhydrous ethanol (200 mL) is added diethyl sulfate (10.3 g). To this is added in portions solid potassium t-butoxide (7.52 g), keeping the temperature below 30° with a cold-water bath. After stirring overnight at room temperature, the solvent is removed in vacuo and the residue is mixed with ether and water. The layers are separated and the organic layer is washed with ice-cold sodium hydroxide (0.5 N, 40 m... Reactants: CC1=CC(=NC=C1)CCCCC (4-methyl-2-pentyl-pyridine), C(CCCCC)[Mg]Br (hexyl magnesium bromide), ClC1=NC=CC(=C1)CC (2-chloro-4-ethyl pyridine). Yields the product C(C)C1=CC(=NC=C1)CCCCCC (4-ethyl-2-hexyl-pyridine). Reaction SMILES: C[C:2]1[CH:7]=[CH:6]N=[C:4]([CH2:8]CCCC)[CH:3]=1.C([Mg]Br)CCCCC.Cl[C:22]1[CH:27]=[C:26]([CH2:28][CH3:29])[CH:25]=[CH:24][N:23]=1>>[CH2:28]([C:26]1[CH:25]=[CH:24][N:23]=[C:22]([CH2:6][CH2:7][CH2:2][CH2:3][CH2:4][CH3:8])[CH:27]=1)[CH3:29]. Reported procedure: This compound was obtained using the same experimental procedure as per 4-methyl-2-pentyl-pyridine (see above), using hexyl magnesium bromide instead of pentyl magnesium bromide and 2-chloro-4-ethyl pyridine instead of 2-bromo-4-methylpyridine. The product was obtained with similar yield and purified in the same way. As a reaction SMILES: [CH2:1]([C:5]1[CH:10]=[CH:9][C:8]([C:11]2[CH:16]=[CH:15][C:14]([NH2:17])=[C:13]([N+:18]([O-])=O)[CH:12]=2)=[CH:7][CH:6]=1)[CH2:2][CH2:3][CH3:4]>[Pd].CO.CCOC(C)=O>[CH2:1]([C:5]1[CH:6]=[CH:7][C:8]([C:11]2[CH:16]=[CH:15][C:14]([NH2:17])=[C:13]([NH2:18])[CH:12]=2)=[CH:9][CH:10]=1)[CH2:2][CH2:3][CH3:4] |f:2.3|. The reactants are C(CCC)C1=CC=C(C=C1)C1=CC(=C(C=C1)N)[N+](=O)[O-] (4′-Butyl-3-nitro-biphenyl-4-ylamine). Reagents/catalysts: [Pd] (Pd/C). Conditions: time 1 hour. Product: C(CCC)C1=CC=C(C=C1)C1=CC(=C(C=C1)N)N (4′-butyl-biphenyl-3,4-diamine). Procedure: 4′-Butyl-3-nitro-biphenyl-4-ylamine (117 mg, 3.70 mmol) and 10% Pd/C (10 mg) in 2:1 v/v MeOH/EtOAc (4 ml) is treated to a steady bubbling of H2 (g) for 15 minutes. The reaction is kept under 1 atm of H2 for 1 hour with stirring. The reaction is filtered through Celite and the filtrate concentrated in vacuo to afford 4′-butyl-biphenyl-3,4-diamine: ESMS m/z 241.2 (M+H+). Solvent: CO.CCOC(=O)C (MeOH EtOAc).